Dataset: the Open Reaction Database (ORD), a public repository of structured organic reaction records. Task: describe an organic reaction: reactants, conditions, products, and yield Reactants: CN1N=C(C(=C1)C1=CC=NC=C1)C1=CC=C(OCC2=NC3=CC=CC=C3C=C2)C=C1 (2-[4-(1-Methyl-4-pyridin4-yl-1H-pyrazol-3-yl)-phenoxymethyl]-quinoline), N(N)CCN(C)C ((2-hydrazino-ethyl)-dimethyl-amine). The product is CN(CCN1N=CC(=C1C1=CC=C(C=C1)OCC1=NC2=CC=CC=C2C=C1)C1=CC=NC=C1)C (Dimethyl-(2-{4-pyridin-4-yl-5-[4-(quinolin-2-ylmethoxy)-phenyl]-pyrazol-1-yl}-ethyl)-amine). Reaction SMILES: C[N:2]1[CH:6]=[C:5]([C:7]2[CH:12]=[CH:11][N:10]=[CH:9][CH:8]=2)[C:4]([C:13]2[CH:30]=[CH:29][C:16]([O:17][CH2:18][C:19]3[CH:28]=[CH:27][C:26]4[C:21](=[CH:22][CH:23]=[CH:24][CH:25]=4)[N:20]=3)=[CH:15][CH:14]=2)=[N:3]1.N([CH2:33][CH2:34][N:35]([CH3:37])[CH3:36])N>>[CH3:36][N:35]([CH3:37])[CH2:34][CH2:33][N:3]1[C:4]([C:13]2[CH:14]=[CH:15][C:16]([O:17][CH2:18][C:19]3[CH:28]=[CH:27][C:26]4[C:21](=[CH:22][CH:23]=[CH:24][CH:25]=4)[N:20]=3)=[CH:29][CH:30]=2)=[C:5]([C:7]2[CH:12]=[CH:11][N:10]=[CH:9][CH:8]=2)[CH:6]=[N:2]1. Procedure: Following the procedure for the preparation of 2-[4-(1-Methyl-4-pyridin4-yl-1H-pyrazol-3-yl)-phenoxymethyl]-quinoline but substituting (2-hydrazino-ethyl)-dimethyl-amine provided the title compound. 1H NMR (400 MHz, CDCl3) δ 8.35 (d, J=6.2 Hz, 2 H), 8.22 (d, J=8.3 Hz, 1 H), 8.08 (d, J=8.7 Hz, 1H), 7.85 (m, 2 H), 7.73 (m 2H), 7.57 (t, J=7.1 Hz, 1H), 7.23 (m, 2H), 7.17 (d, J=9.1 Hz, 2H) 7.00 (d, J=6.2 Hz, 2H), 5.42 (s, 2H), 4.05 (t, J=6.6 Hz, 2H), 2.66 (t, J=7.1 Hz, 2H), 2.10 (s, 6H); MS: (M+H m/z... The reactants are C(=O)(OCC1C2=CC=CC=C2C2=CC=CC=C12)N[C@@H](C(C)C)C(=O)OCC(C=CC(=O)OCC1=CC=CC=C1)OC(CCCCCCCCCCCCCCCCC)=O (benzyl 5-(N-FMOC-L-valyloxy)-4-stearoyloxy-2-pentenoate). Reagents/catalysts: [Pd] (palladium on charcoal). Solvent: C(C)(=O)OCC (ethyl acetate). The product is C(=O)(OCC1C2=CC=CC=C2C2=CC=CC=C12)N[C@@H](C(C)C)C(=O)OCC(CCC(=O)O)OC(CCCCCCCCCCCCCCCCC)=O (5-(N-FMOC-L-valyloxy)-4-stearoyloxy-pentanoic acid). RXN SMILES: [C:1]([NH:18][C@H:19]([C:23]([O:25][CH2:26][CH:27]([O:40][C:41](=[O:59])[CH2:42][CH2:43][CH2:44][CH2:45][CH2:46][CH2:47][CH2:48][CH2:49][CH2:50][CH2:51][CH2:52][CH2:53][CH2:54][CH2:55][CH2:56][CH2:57][CH3:58])[CH:28]=[CH:29][C:30]([O:32]CC1C=CC=CC=1)=[O:31])=[O:24])[CH:20]([CH3:22])[CH3:21])([O:3][CH2:4][CH:5]1[C:17]2[C:12](=[CH:13][CH:14]=[CH:15][CH:16]=2)[C:11]2[C:6]1=[CH:7][CH:8]=[CH:9][CH:10]=2)=[O:2]>C(OCC)(=O)C.[Pd]>[C:1]([NH:18][C@H:19]([C:23]([O:25][CH2:26][CH:27]([O:40][C:41](=[O:59])[CH2:42][CH2:43][CH2:44][CH2:45][CH2:46][CH2:47][CH2:48][CH2:49][CH2:50][CH2:51][CH2:52][CH2:53][CH2:54][CH2:55][CH2:56][CH2:57][CH3:58])[CH2:28][CH2:29][C:30]([OH:32])=[O:31])=[O:24])[CH:20]([CH3:22])[CH3:21])([O:3][CH2:4][CH:5]1[C:17]2[C:12](=[CH:13][CH:14]=[CH:15][CH:16]=2)[C:11]2[C:6]1=[CH:7][CH:8]=[CH:9][CH:10]=2)=[O:2]. Procedure details: A solution of benzyl 5-(N-FMOC-L-valyloxy)-4-stearoyloxy-2-pentenoate (3.8 g, 4.69 mmole) in 50 ml ethyl acetate was hydrogenated with 10% palladium on charcoal (0.5 g) at normal pressure for five hours at room temperature. The catalyst was filtered and washed with ethyl acetate and 1,4-dioxane. The solution was evaporated under reduced pressure Yield: 3.3 g=99% Reactants: CC1C(C2=C(C1(C)C)C(=O)CCC2)(C)C (Cashmeran), C(=O)OCC (ethyl formate), [H-].[Na+] (sodium hydride). Solvent: C(OC)COC (dimethoxyethane). Run at time 8 hour. Product: CC1(C(C(C=2C(C(CCC12)C=O)=O)(C)C)C)C (1,1,2,3,3-pentamethyl-4-oxo-2,3,4,5,6,7-hexahydro-1H-indene-5-carbaldehyde). Reaction SMILES: [H-].[Na+].[CH3:3][CH:4]1[C:8]([CH3:10])([CH3:9])[C:7]2[C:11]([CH2:13][CH2:14][CH2:15][C:6]=2[C:5]1([CH3:17])[CH3:16])=[O:12].[CH:18](OCC)=[O:19]>C(COC)OC>[CH3:17][C:5]1([CH3:16])[C:6]2[CH2:15][CH2:14][CH:13]([CH:18]=[O:19])[C:11](=[O:12])[C:7]=2[C:8]([CH3:9])([CH3:10])[CH:4]1[CH3:3] |f:0.1|. Procedure: A 2 L reaction flask was charged with sodium hydride (NaH) (40 g) in dimethoxyethane (DME) (CH3OCH2CH2OCH3) (1.39 Kg) and a mixture of Cashmeran™ (520 g) and ethyl formate (185 g) at room temperature. The mixture was stirred for 8 hours to provide 1,1,2,3,3-pentamethyl-4-oxo-2,3,4,5,6,7-hexahydro-1H-indene-5-carbaldehyde. Dimethylformamide (DMF) (300 mL) and hydroxylamine hydrochloride (NH2OH*HC1) (174 g) were then added and the temperature was heated to and maintained at 130° C. for 8 hours. Wa... Starting materials: C1(CCCC1)[Mg]Cl (cyclopentyl magnesium chloride), ClC=1C=C(C=CC1)N1N=CC(=C(C1=O)OS(=O)(=O)C1=CC=C(C)C=C1)C1=CC=C(C=C1)S(=O)(=O)C (2-(3-chlorophenyl)-4-tosyloxy-5-[4-(methylsulfonyl)phenyl]-3(2H)-pyridazinone), O (water). Solvent: C1CCOC1 (THF). Product: ClC=1C=C(C=CC1)N1N=CC(=C(C1=O)C1CCCC1)C1=CC=C(C=C1)S(=O)(=O)C (2-(3-Chlorophenyl)-4-(cyclopentyl)-5-[4-(methylsulfonyl)phenyl]-3(2H)-pyridazinone). Yield: 94.0%. Reaction SMILES: [Cl:1][C:2]1[CH:3]=[C:4]([N:8]2[C:13](=[O:14])[C:12](OS(C3C=CC(C)=CC=3)(=O)=O)=[C:11]([C:26]3[CH:31]=[CH:30][C:29]([S:32]([CH3:35])(=[O:34])=[O:33])=[CH:28][CH:27]=3)[CH:10]=[N:9]2)[CH:5]=[CH:6][CH:7]=1.[CH:36]1([Mg]Cl)[CH2:40][CH2:39][CH2:38][CH2:37]1.O>C1COCC1>[Cl:1][C:2]1[CH:3]=[C:4]([N:8]2[C:13](=[O:14])[C:12]([CH:36]3[CH2:40][CH2:39][CH2:38][CH2:37]3)=[C:11]([C:26]3[CH:27]=[CH:28][C:29]([S:32]([CH3:35])(=[O:33])=[O:34])=[CH:30][CH:31]=3)[CH:10]=[N:9]2)[CH:5]=[CH:6][CH:7]=1. Procedure: To a −78° C. solution of 2-(3-chlorophenyl)-4-tosyloxy-5-[4-(methylsulfonyl)phenyl]-3(2H)-pyridazinone, prepared in Example 333, (0.175 g, 0.33 mmol) in THF (3.3 mL) was added cyclopentyl magnesium chloride (0.17 mL, 1.0 M in diethyl ether). The resulting solution was stirred under nitrogen less than 1 hour with warming to room temperature. The reaction was poured into water and extracted with ethyl acetate. The combined organics were dried over MgSO4 and concentrated in vacuo. The resulting cru... The reactants are N1(CCCC1)[C@H]1CN(CC1)C1=C(C=C(C=C1)N1C(C2=CC=C(C=C2C=C1)O)=O)F (2-((R)-4-[1,3′]Bipyrrolidinyl-1′-yl-3-fluoro-phenyl)-6-hydroxy-2H-isoquinolin-1-one), BrCC1CCOCC1 (4-Bromomethyl-tetrahydro-pyran). The product is N1(CCCC1)[C@H]1CN(CC1)C1=C(C=C(C=C1)N1C(C2=CC=C(C=C2C=C1)OCC1CCOCC1)=O)F (2-((R)-4-[1,3′]Bipyrrolidinyl-1′-yl-3-fluoro-phenyl)-6-(tetrahydro-pyran-4-ylmethoxy)-2H-isoquinolin-1-one). As a reaction SMILES: [N:1]1([C@@H:6]2[CH2:10][CH2:9][N:8]([C:11]3[CH:16]=[CH:15][C:14]([N:17]4[CH:26]=[CH:25][C:24]5[C:19](=[CH:20][CH:21]=[C:22]([OH:27])[CH:23]=5)[C:18]4=[O:28])=[CH:13][C:12]=3[F:29])[CH2:7]2)[CH2:5][CH2:4][CH2:3][CH2:2]1.Br[CH2:31][CH:32]1[CH2:37][CH2:36][O:35][CH2:34][CH2:33]1>>[N:1]1([C@@H:6]2[CH2:10][CH2:9][N:8]([C:11]3[CH:16]=[CH:15][C:14]([N:17]4[CH:26]=[CH:25][C:24]5[C:19](=[CH:20][CH:21]=[C:22]([O:27][CH2:31][CH:32]6[CH2:37][CH2:36][O:35][CH2:34][CH2:33]6)[CH:23]=5)[C:18]4=[O:28])=[CH:13][C:12]=3[F:29])[CH2:7]2)[CH2:2][CH2:3][CH2:4][CH2:5]1. Procedure: 2-((R)-4-[1,3′]Bipyrrolidinyl-1′-yl-3-fluoro-phenyl)-6-hydroxy-2H-isoquinolin-1-one was reacted with 4-Bromomethyl-tetrahydro-pyran by method K. The product with the molecular weight of 491.61 (C29H34FN3O3) was obtained in this way; MS (ESI): 492 (M+H+). Reactants: 2-chloro-6-methylnictotinyl chloride, Cl.ClC=1C(=NC=C(C1)C(F)(F)F)CCN (2-(3-chloro-5-trifluormethyl-pyridin-2-yl)-ethylamine hydrochloride), C([O-])([O-])=O.[Na+].[Na+] (sodium carbonate). Solvent: C(C)#N (acetonitrile). Yields the product ClC1=C(C(=O)NCCC2=NC=C(C=C2Cl)C(F)(F)F)C=CC(=N1)C (2-Chloro-N-[2-(3-chloro-5-trifluoromethyl-pyrdin-2-yl)-ethyl]-6-methyl-nicotinamide). RXN SMILES: [ClH:1].[Cl:2][C:3]1[C:4]([CH2:13][CH2:14][NH2:15])=[N:5][CH:6]=[C:7]([C:9]([F:12])([F:11])[F:10])[CH:8]=1.[C:16](=[O:19])([O-])[O-].[Na+].[Na+]>C(#N)C>[Cl:1][C:6]1[N:5]=[C:4]([CH3:13])[CH:3]=[CH:8][C:7]=1[C:16]([NH:15][CH2:14][CH2:13][C:4]1[C:3]([Cl:2])=[CH:8][C:7]([C:9]([F:12])([F:10])[F:11])=[CH:6][N:5]=1)=[O:19] |f:0.1,2.3.4|. Procedure: A solution of 161 mg (0.7 mmol) 2-chloro-6-methylnictotinyl chloride, 160 mg (0.7 mmol) 2-(3-chloro-5-trifluormethyl-pyridin-2-yl)-ethylamine hydrochloride and 236 mg (1.7 mmol) sodium carbonate in 8 ml acetonitrile is stirred for 3 days at room temperature. Reactants: C1(=CC=CC=C1)C1=C(NC=C1)C(=O)NNC(=O)OC (methyl 2-(3-phenyl-1H-pyrrole-2-carbonyl)hydrazinecarboxylate), [OH-].[K+] (potassium hydroxide), C(CC(O)(C(=O)O)CC(=O)O)(=O)O (citric acid). Solvent: O (water), C(C)O (ethanol). Conditions: temperature 85 celsius. The product is C1(=CC=CC=C1)C=1C=CN2C(NNC(C21)=O)=O (8-phenyl-2,3-dihydropyrrolo[1,2-d][1,2,4]triazine-1,4-dione). Yield: 88.0%. Reaction SMILES: [C:1]1([C:7]2[CH:11]=[CH:10][NH:9][C:8]=2[C:12]([NH:14][NH:15][C:16]([O:18]C)=O)=[O:13])[CH:6]=[CH:5][CH:4]=[CH:3][CH:2]=1.[OH-].[K+].C(O)(=O)CC(CC(O)=O)(C(O)=O)O>C(O)C.O>[C:1]1([C:7]2[CH:11]=[CH:10][N:9]3[C:8]=2[C:12](=[O:13])[NH:14][NH:15][C:16]3=[O:18])[CH:6]=[CH:5][CH:4]=[CH:3][CH:2]=1 |f:1.2|. Procedure details: To a solution of methyl 2-(3-phenyl-1H-pyrrole-2-carbonyl)hydrazinecarboxylate (4.00 g, 15.0 mmol) in ethanol (60 mL) was added potassium hydroxide (4.33 g, 770 mmol) at room temperature and heated to 85° C. for 30 min. The reaction mixture was evaporated under reduced pressure to give a brown solid, which was redissolved in water (100 mL) and acidified with saturated citric acid solution to pH 7. The solid obtained was filtered through the Buchner funnel and further it was triturated with hexan...